This data is from the Open Reaction Database (ORD), a public repository of structured organic reaction records. The task is: describe an organic reaction: reactants, conditions, products, and yield Starting materials: COC(C1=CC(=NC(=C1)C(C)(F)F)Cl)=O (2-chloro-6-(1,1-difluoroethyl)-isonicotinic acid methyl ester), C1(=CC=CC=C1)P(C1=C(C2=CC=CC=C2C=C1)C1=C(C=CC2=CC=CC=C12)P(C1=CC=CC=C1)C1=CC=CC=C1)C1=CC=CC=C1 (racemic 2,2′-bis(diphenylphosphino)-1,1′-binaphthyl), C([O-])([O-])=O.[Cs+].[Cs+] (cesium carbonate), [C@H](C)(CC)N ((S)-(+)-sec-butylamine). Reagents/catalysts: C(C)(=O)[O-].[Pd+2].C(C)(=O)[O-] (palladium (II) acetate). The solvent is C1(=CC=CC=C1)C (toluene), C(C)OCC (diethyl ether). Yields the product COC(C1=CC(=NC(=C1)C(C)(F)F)N[C@@H](C)CC)=O ((S)-2-sec-Butylamino-6-(1,1-difluoroethyl)-isonicotinic acid methyl ester). Isolated yield 86.0%. Reaction SMILES: [CH3:1][O:2][C:3](=[O:15])[C:4]1[CH:9]=[C:8]([C:10]([F:13])([F:12])[CH3:11])[N:7]=[C:6](Cl)[CH:5]=1.C1(P(C2C=CC=CC=2)C2C=CC3C(=CC=CC=3)C=2C2C3C(=CC=CC=3)C=CC=2P(C2C=CC=CC=2)C2C=CC=CC=2)C=CC=CC=1.C(=O)([O-])[O-].[Cs+].[Cs+].[C@@H:68]([NH2:72])([CH2:70][CH3:71])[CH3:69]>C1(C)C=CC=CC=1.C(OCC)C.C([O-])(=O)C.[Pd+2].C([O-])(=O)C>[CH3:1][O:2][C:3](=[O:15])[C:4]1[CH:9]=[C:8]([C:10]([F:13])([F:12])[CH3:11])[N:7]=[C:6]([NH:72][C@H:68]([CH2:70][CH3:71])[CH3:69])[CH:5]=1 |f:2.3.4,8.9.10|. Reported procedure: Dissolve 2-chloro-6-(1,1-difluoroethyl)-isonicotinic acid methyl ester (200 mg, 0.85 mmol), palladium (II) acetate (20.0 mg, 0.09 mmol), racemic 2,2′-bis(diphenylphosphino)-1,1′-binaphthyl (56 mg, 0.09 mmol) and cesium carbonate (414 mg, 1.27 mmol) in toluene (3 mL) in a previously degassed sealed vessel. Flush the mixture with nitrogen gas. Add (S)-(+)-sec-butylamine (0.10 mL, 1.02 mmol) to the solution under nitrogen and heat the sealed mixture overnight at 100° C. Cool the reaction to room te...